From a dataset of the Open Reaction Database (ORD), a public repository of structured organic reaction records. describe an organic reaction: reactants, conditions, products, and yield The reactants are Cl.NCCC1=CC=C(C(=O)O)C=C1 (4-(2-aminoethyl)benzoic acid hydrochloride), OS(=O)(=O)O (H2SO4), CO (methanol). Run at temperature 22 celsius. Product: NCCC1=CC=C(C(=O)OC)C=C1 (methyl 4-(2-aminoethyl)benzoate). As a reaction SMILES: Cl.[NH2:2][CH2:3][CH2:4][C:5]1[CH:13]=[CH:12][C:8]([C:9]([OH:11])=[O:10])=[CH:7][CH:6]=1.OS(O)(=O)=O.[CH3:19]O>>[NH2:2][CH2:3][CH2:4][C:5]1[CH:13]=[CH:12][C:8]([C:9]([O:11][CH3:19])=[O:10])=[CH:7][CH:6]=1 |f:0.1|. Reported procedure: To a solution of 2.02 g (10.0 mmol) of 4-(2-aminoethyl)benzoic acid hydrochloride in 25 mL of methanol was added 1.5 mL of H2SO4. The mixture was heated to reflux and became a homogeneous solution after 1 h. The solution was refluxed for about 16 h, cooled to 22° C. and concentrated to about 10 mL by evaporation. The solution was diluted with 100 mL of water, made basic with 1 N NaOH and extracted with 100 mL of dichloromethane (DCM). The aqueous layer was back-extracted with DCM (4×100 mL). The...